From a dataset of the Open Reaction Database (ORD), a public repository of structured organic reaction records. describe an organic reaction: reactants, conditions, products, and yield Reactants: OCC1=NC2=CC3=C(C=C2C=C1)C[C@]1(C(NC2=NC=CC=C21)=O)C3 ((S)-2-(hydroxymethyl)-6,8-dihydrospiro[cyclopenta[g]quinoline-7,3′-pyrrolo[2,3-b]pyridin]-2′(1′H)-one), OCC1=NC2=CC3=C(C=C2C=C1)C[C@]1(C(NC2=NC=CC=C21)=O)C3 ((S)-2-(hydroxymethyl)-6,8-dihydrospiro[cyclopenta[g]quinoline-7,3′-pyrrolo[2,3-b]pyridin]-2′(1′H)-one), CC1=CC2=C(N(C(N2)=O)CC(=O)N(C)C)C(=C1)C (2-(5,7-dimethyl-2-oxo-2,3-dihydro-1H-benzimidazol-1-yl)-N,N-dimethylacetamide), CC1=CC2=C(N(C(N2)=O)CC(=O)N(C)C)C(=C1)C (2-(5,7-dimethyl-2-oxo-2,3-dihydro-1H-benzimidazol-1-yl)-N,N-dimethylacetamide), [H-].[Na+] (sodium hydride). Solvent: CN(C)C=O (DMF). Reaction conditions: time 30 minute. Yields the product CC1=CC2=C(N(C(N2CC2=NC3=CC4=C(C=C3C=C2)C[C@]2(C(NC3=NC=CC=C32)=O)C4)=O)CC(=O)N(C)C)C(=C1)C (2-(5,7-Dimethyl-2-oxo-3-{[(7S)-2′-oxo-1′,2′,6,8-tetrahydrospiro[cyclopenta[g]quinoline-7,3′-pyrrolo[2,3-b]pyridin]-2-yl]methyl}-2,3-dihydro-1H-benzimidazol-1-yl)-N,N-dimethylacetamide). As a reaction SMILES: [CH3:1][C:2]1[CH:17]=[C:16]([CH3:18])[C:5]2[N:6]([CH2:10][C:11]([N:13]([CH3:15])[CH3:14])=[O:12])[C:7](=[O:9])[NH:8][C:4]=2[CH:3]=1.[H-].[Na+].O[CH2:22][C:23]1[CH:32]=[CH:31][C:30]2[C:25](=[CH:26][C:27]3[CH2:44][C@:34]4([C:42]5[C:37](=[N:38][CH:39]=[CH:40][CH:41]=5)[NH:36][C:35]4=[O:43])[CH2:33][C:28]=3[CH:29]=2)[N:24]=1>CN(C=O)C>[CH3:1][C:2]1[CH:17]=[C:16]([CH3:18])[C:5]2[N:6]([CH2:10][C:11]([N:13]([CH3:14])[CH3:15])=[O:12])[C:7](=[O:9])[N:8]([CH2:22][C:23]3[CH:32]=[CH:31][C:30]4[C:25](=[CH:26][C:27]5[CH2:44][C@:34]6([C:42]7[C:37](=[N:38][CH:39]=[CH:40][CH:41]=7)[NH:36][C:35]6=[O:43])[CH2:33][C:28]=5[CH:29]=4)[N:24]=3)[C:4]=2[CH:3]=1 |f:1.2|. Procedure details: To a solution of 2-(5,7-dimethyl-2-oxo-2,3-dihydro-1H-benzimidazol-1-yl)-N,N-dimethylacetamide (221 mg, 0.893 mmol, described in Intermediate 17) in DMF (0.5 mL), at ambient temperature, was added sodium hydride (60% dispersion in mineral oil; 37 mg, 0.923 mmol). The resulting mixture was stirred for 30 min, then (S)-2-(chloromethyl)-6,8-dihydrospiro[cyclopenta[g]quinoline-7,3′-pyrrolo[2,3-b]pyridin]-2′(1′H)-one (100 mg, 0.298 mmol, described in Intermediate 11) was added and the resulting mixtu... Starting materials: C(C)(=O)NCC(=O)NNC(=S)[S-].[K+] (Potassium 3-(N-acetylglycyl)dithiocarbazate), ice. Run in S(O)(O)(=O)=O (sulfuric acid). The product is C(C)(=O)NCC1=NN=C(S1)S (5-acetamidomethyl-1,3,4-thiadiazole-2-thiol). The yield is 69.1%. As a reaction SMILES: [C:1]([NH:4][CH2:5][C:6]([NH:8][NH:9][C:10]([S-:12])=[S:11])=O)(=[O:3])[CH3:2].[K+]>S(=O)(=O)(O)O>[C:1]([NH:4][CH2:5][C:6]1[S:11][C:10]([SH:12])=[N:9][N:8]=1)(=[O:3])[CH3:2] |f:0.1|. Procedure: Potassium 3-(N-acetylglycyl)dithiocarbazate (102.3 g) was added bit by bit to concd. sulfuric acid (1 liter) at 0° to 5° C. and the mixture was stirred for an hour at the same temperature. The reaction mixture was added dropwise on crushed ice (c.a. 10 kg) under stirring. Precipitating crystals were collected by filtration to give 5-acetamidomethyl-1,3,4-thiadiazole-2-thiol (54.5 g). m.p. 200° to 203° C. Starting materials: NC1=CC=C2C(=CC(=NC2=C1)C)C (7-amino-2,4-dimethyl-quinoline), C1(C=2C(C(=O)O1)=CC=CC2)=O (phthalic acid anhydride). Run in C(C)(=O)O (acetic acid). Yields the product C1(C=2C(C(N1C1=CC=C3C(=CC(=NC3=C1)C)C)=O)=CC=CC2)=O (7-phthalimido-2,4-dimethyl-quinoline). Reaction SMILES: [NH2:1][C:2]1[CH:11]=[C:10]2[C:5]([C:6]([CH3:13])=[CH:7][C:8]([CH3:12])=[N:9]2)=[CH:4][CH:3]=1.[C:14]1(=O)[O:19][C:17](=[O:18])[C:16]2=[CH:20][CH:21]=[CH:22][CH:23]=[C:15]12>C(O)(=O)C>[C:14]1(=[O:19])[N:1]([C:2]2[CH:11]=[C:10]3[C:5]([C:6]([CH3:13])=[CH:7][C:8]([CH3:12])=[N:9]3)=[CH:4][CH:3]=2)[C:17](=[O:18])[C:16]2=[CH:20][CH:21]=[CH:22][CH:23]=[C:15]12. Procedure details: 6.90 g (40 mmol) of 7-amino-2,4-dimethyl-quinoline, 5.95 g (42 mmol) of phthalic acid anhydride and 100 ml of glacial acetic acid are refluxed for 2 hours. After cooling the reaction mixture is poured onto ice water, the precipitated product is suction filtered, washed with water and dried. Reactants: [Al+3], CC(=O)Cl, [Cl-], [Cl-], [Cl-], ClCCCl, O=C(OCc1ccccc1)N(CCCCN1C(=O)c2ccccc2S1(=O)=O)CC1CCc2ccccc2O1. The product is CC(=O)c1ccc2c(c1)CCC(CN(CCCCN1C(=O)c3ccccc3S1(=O)=O)C(=O)OCc1ccccc1)O2. RXN SMILES: [Al+3:2].[CH3:5][C:6]([Cl:7])=[O:8].[Cl-:1].[Cl-:3].[Cl-:4].[Cl:47][CH2:48][CH2:49][Cl:50].[O:9]1[CH:10]([CH2:19][N:20]([C:21]([O:22][CH2:23][c:24]2[cH:25][cH:26][cH:27][cH:28][cH:29]2)=[O:30])[CH2:31][CH2:32][CH2:33][CH2:34][N:35]2[S:36](=[O:45])(=[O:46])[c:37]3[c:38]([cH:41][cH:42][cH:43][cH:44]3)[C:39]2=[O:40])[CH2:11][CH2:12][c:13]2[cH:14][cH:15][cH:16][cH:17][c:18]21>>[CH3:5][C:6](=[O:8])[c:15]1[cH:14][c:13]2[c:18]([cH:17][cH:16]1)[O:9][CH:10]([CH2:19][N:20]([C:21]([O:22][CH2:23][c:24]1[cH:25][cH:26][cH:27][cH:28][cH:29]1)=[O:30])[CH2:31][CH2:32][CH2:33][CH2:34][N:35]1[S:36](=[O:45])(=[O:46])[c:37]3[c:38]([cH:41][cH:42][cH:43][cH:44]3)[C:39]1=[O:40])[CH2:11][CH2:12]2. Starting materials: Cl.C(C)N1C=C(C(C2=CC(=C(C=C12)N1CC(NCC1)C)F)=O)C(=O)O (1-ethyl-6-fluoro-1,4-dihydro-7-(3-methyl-1-piperazinyl)-4-oxoquinoline-3-carboxylic acid hydrochloride), C=O (formalin), C([O-])([O-])=O.[K+].[K+] (potassium carbonate), [OH-].[Na+] (sodium hydroxide). Run in C(=O)O (formic acid). Product: CC1CN(CCN1C)C1=C(C=C2C(C(=CN(C2=C1)CC)C(=O)O)=O)F (7-(3,4-Dimethyl-1-piperazinyl)-1-ethyl-6-fluoro-1,4-dihydro-4-oxoquinoline-3-carboxylic acid). The yield is 96.6%. RXN SMILES: Cl.[CH2:2]([N:4]1[C:13]2[C:8](=[CH:9][C:10]([F:21])=[C:11]([N:14]3[CH2:19][CH2:18][NH:17][CH:16]([CH3:20])[CH2:15]3)[CH:12]=2)[C:7](=[O:22])[C:6]([C:23]([OH:25])=[O:24])=[CH:5]1)[CH3:3].C=O.[C:28](=O)([O-])[O-].[K+].[K+].[OH-].[Na+]>C(O)=O>[CH3:20][CH:16]1[N:17]([CH3:28])[CH2:18][CH2:19][N:14]([C:11]2[CH:12]=[C:13]3[C:8]([C:7](=[O:22])[C:6]([C:23]([OH:25])=[O:24])=[CH:5][N:4]3[CH2:2][CH3:3])=[CH:9][C:10]=2[F:21])[CH2:15]1 |f:0.1,3.4.5,6.7|. Reported procedure: A mixture of 2.69 g of 1-ethyl-6-fluoro-1,4-dihydro-7-(3-methyl-1-piperazinyl)-4-oxoquinoline-3-carboxylic acid hydrochloride, 5.4 ml 90% formic acid, 3.5 ml of 37% formalin and 0.70 g of potassium carbonate was heated for 5 hours under reflux. The reaction mixture was neutralized with 20% aqueous sodium hydroxide. The precipitate was filtered and recrystallized from a mixture of chloroform and methanol to give 1.70 g of the title compound as colorless needles, M.p. 244°-246° C. Reactants: ClC1=C(C=CC=C1)C1(CC1)C1NCCC2=CC=C(C=C12)OC (1-[1-(2-chlorophenyl)cyclopropyl]-7-methoxy-1,2,3,4-tetrahydroisoquinoline), [OH-].[Na+] (sodium hydroxide), C=O (formaldehyde), C(#N)[BH3-].[Na+] (sodium cyanoborohydride). The solvent is C(C)(=O)O (acetic acid), C(C)#N (acetonitrile). Reaction conditions: time 15 minute. The product is ClC1=C(C=CC=C1)C1(CC1)C1N(CCC2=CC=C(C=C12)OC)C (1-[1-(2-chlorophenyl)cyclopropyl]-7-methoxy-2-methyl-1,2,3,4-tetrahydroisoquinoline). RXN SMILES: [Cl:1][C:2]1[CH:7]=[CH:6][CH:5]=[CH:4][C:3]=1[C:8]1([CH:11]2[C:20]3[C:15](=[CH:16][CH:17]=[C:18]([O:21][CH3:22])[CH:19]=3)[CH2:14][CH2:13][NH:12]2)[CH2:10][CH2:9]1.C=O.[C:25]([BH3-])#N.[Na+].[OH-].[Na+]>C(O)(=O)C.C(#N)C>[Cl:1][C:2]1[CH:7]=[CH:6][CH:5]=[CH:4][C:3]=1[C:8]1([CH:11]2[C:20]3[C:15](=[CH:16][CH:17]=[C:18]([O:21][CH3:22])[CH:19]=3)[CH2:14][CH2:13][N:12]2[CH3:25])[CH2:9][CH2:10]1 |f:2.3,4.5|. Reported procedure: A mixture of 1-[1-(2-chlorophenyl)cyclopropyl]-7-methoxy-1,2,3,4-tetrahydroisoquinoline (2.5 g, prepared as described in Example RC10), 37-40% aqueous formaldehyde solution (2.9 ml), sodium cyanoborohydride (0.75 g) and acetonitrile (100 ml) was stirred for 15 minutes. Glacial acetic acid was added to neutralise the solution and stirring was continued for a further 45 minutes. The mixture was basified with aqueous sodium hydroxide solution, then extracted with ethyl acetate. The extracts yielded... The reactants are CCCCNc1nn(COCC[Si](C)(C)C)c2cc(Cl)c(-c3ccccc3)cc12, CO, Cl. Product: CCCCNc1n[nH]c2cc(Cl)c(-c3ccccc3)cc12. RXN SMILES: [CH2:2]([CH2:3][CH2:4][CH3:5])[NH:6][c:7]1[n:8][n:9]([CH2:23][O:24][CH2:25][CH2:26][Si:27]([CH3:28])([CH3:29])[CH3:30])[c:10]2[cH:11][c:12]([Cl:22])[c:13](-[c:16]3[cH:17][cH:18][cH:19][cH:20][cH:21]3)[cH:14][c:15]12.[CH3:31][OH:32].[ClH:1]>>[CH2:2]([CH2:3][CH2:4][CH3:5])[NH:6][c:7]1[n:8][nH:9][c:10]2[cH:11][c:12]([Cl:22])[c:13](-[c:16]3[cH:17][cH:18][cH:19][cH:20][cH:21]3)[cH:14][c:15]12. Product: C(C)(C)(C)OC(=O)N1CCN(CC1)C1=C2N=CNC2=NC=N1 (4-(9H-purin-6-yl)-piperazine-1-carboxylic acid t-butyl ester). Run in C(C)O (ethanol). The reactants are C(C)(C)N(CC)C(C)C (diisopropylethylamine), C(C)(C)(C)OC(=O)N1CCNCC1 (piperazine-1-carboxylic acid t-butylester), ClC1=C2NC=NC2=NC=N1 (6-chloropurine). Reported procedure: To a solution of 6-chloropurine [CAS No. 87-42-3] (7.73 g) in ethanol (100 mL), diisopropylethylamine (26.1 mL) and piperazine-1-carboxylic acid t-butylester (11.16 g) were added, and this was heated under reflux for 16 hours. The solvent was removed under reduced pressure, and the residue was suspended in water (200 mL). The precipitate was collected by filtration, and then washed twice with 50 mL of water and twice with 50 mL of t-butyl methyl ether to give the title compound (13.99 g). Reaction SMILES: Cl[C:2]1[N:10]=[CH:9][N:8]=[C:7]2[C:3]=1[NH:4][CH:5]=[N:6]2.C(N(C(C)C)CC)(C)C.[C:20]([O:24][C:25]([N:27]1[CH2:32][CH2:31][NH:30][CH2:29][CH2:28]1)=[O:26])([CH3:23])([CH3:22])[CH3:21]>C(O)C>[C:20]([O:24][C:25]([N:27]1[CH2:32][CH2:31][N:30]([C:2]2[N:10]=[CH:9][N:8]=[C:7]3[C:3]=2[N:4]=[CH:5][NH:6]3)[CH2:29][CH2:28]1)=[O:26])([CH3:23])([CH3:21])[CH3:22]. Reactants: N(C(=N)N)C=1SC=C(N1)CSCCC(OC)=N (methyl 3-(2-guanidinothiazol-4-ylmethylthio)propionimidate). Solvent: C(C)O (ethanol), O (water). Product: N(C(=N)N)C=1SC=C(N1)CSCCC(=O)N (3-(2-guanidinothiazol-4-ylmethylthio)propionamide). Isolated yield 67.5%. As a reaction SMILES: [NH:1]([C:5]1[S:6][CH:7]=[C:8]([CH2:10][S:11][CH2:12][CH2:13][C:14](=[NH:17])[O:15]C)[N:9]=1)[C:2]([NH2:4])=[NH:3]>C(O)C.O>[NH:1]([C:5]1[S:6][CH:7]=[C:8]([CH2:10][S:11][CH2:12][CH2:13][C:14]([NH2:17])=[O:15])[N:9]=1)[C:2]([NH2:4])=[NH:3]. Procedure details: In a mixture of 30 ml of ethanol and 30 ml of water was dissolved 5.0 g of methyl 3-(2-guanidinothiazol-4-ylmethylthio)propionimidate and after allowing to stand the solution for 20 hours at 40° C., the solvent was distilled off under reduced pressure. The residue formed was purified by a column chromatography using a mixture of chloroform and methanol and recrystallized from methanol to provide 3.2 g 3-(2-guanidinothiazol-4-ylmethylthio)propionamide showing a melting point of 193°-194° C. (deco... Starting materials: O=C(O)C(F)(F)F, CCC(O)(CC(=O)O)c1cc([Si](C)(C)C)nc(OC)c1COCOC. The product is CCC1(O)CC(=O)OCc2c1cc([Si](C)(C)C)nc2OC. As a reaction SMILES: [F:26][C:27]([F:28])([F:29])[C:30]([OH:31])=[O:32].[OH:1][C:2]([CH2:3][C:4]([OH:6])=[O:25])([CH2:7][CH3:8])[c:9]1[c:10]([CH2:21][O:22][CH2:5][O:23][CH3:24])[c:11]([O:19][CH3:20])[n:12][c:13]([Si:15]([CH3:16])([CH3:17])[CH3:18])[cH:14]1>>[OH:1][C:2]1([CH2:7][CH3:8])[CH2:3][C:4](=[O:6])[O:22][CH2:21][c:10]2[c:9]1[cH:14][c:13]([Si:15]([CH3:16])([CH3:17])[CH3:18])[n:12][c:11]2[O:19][CH3:20].